Dataset: the Open Reaction Database (ORD), a public repository of structured organic reaction records. Task: describe an organic reaction: reactants, conditions, products, and yield The reactants are CC#N, CCN(C(C)C)C(C)C, Cl, FC(F)(F)C1CCNCC1, CC(C)(C)OC(=O)C(CCC(N)=O)N1Cc2c(OCc3ccc(CCl)cc3)cccc2C1=O. Product: CC(C)(C)OC(=O)C(CCC(N)=O)N1Cc2c(OCc3ccc(CN4CCC(C(F)(F)F)CC4)cc3)cccc2C1=O. Reaction SMILES: [CH3:54][C:55]#[N:56].[CH:34]([N:35]([CH2:36][CH3:37])[CH:38]([CH3:39])[CH3:40])([CH3:41])[CH3:42].[ClH:43].[F:44][C:45]([CH:46]1[CH2:47][CH2:48][NH:49][CH2:50][CH2:51]1)([F:52])[F:53].[NH2:1][C:2]([CH2:3][CH2:4][CH:5]([C:6](=[O:7])[O:8][C:9]([CH3:10])([CH3:11])[CH3:12])[N:13]1[C:14](=[O:32])[c:15]2[cH:16][cH:17][cH:18][c:19]([O:22][CH2:23][c:24]3[cH:25][cH:26][c:27]([CH2:30][Cl:31])[cH:28][cH:29]3)[c:20]2[CH2:21]1)=[O:33]>>[NH2:1][C:2]([CH2:3][CH2:4][CH:5]([C:6](=[O:7])[O:8][C:9]([CH3:10])([CH3:11])[CH3:12])[N:13]1[C:14](=[O:32])[c:15]2[cH:16][cH:17][cH:18][c:19]([O:22][CH2:23][c:24]3[cH:25][cH:26][c:27]([CH2:30][N:49]4[CH2:48][CH2:47][CH:46]([C:45]([F:44])([F:52])[F:53])[CH2:51][CH2:50]4)[cH:28][cH:29]3)[c:20]2[CH2:21]1)=[O:33]. Starting materials: BrCc1ccccc1, CCO, Cl, [I-], [K+], [Na+], [OH-], O, O=C(O)C1CCc2cc(O)ccc2C1. Yields the product O=C(O)C1CCc2cc(OCc3ccccc3)ccc2C1. RXN SMILES: [Br:15][CH2:16][c:17]1[cH:18][cH:19][cH:20][cH:21][cH:22]1.[CH3:29][CH2:30][OH:31].[ClH:27].[I-:24].[K+:26].[Na+:23].[OH-:25].[OH2:28].[OH:1][c:2]1[cH:3][c:4]2[c:9]([cH:10][cH:11]1)[CH2:8][CH:7]([C:12](=[O:13])[OH:14])[CH2:6][CH2:5]2>>[O:1]([c:2]1[cH:3][c:4]2[c:9]([cH:10][cH:11]1)[CH2:8][CH:7]([C:12](=[O:13])[OH:14])[CH2:6][CH2:5]2)[CH2:16][c:17]1[cH:18][cH:19][cH:20][cH:21][cH:22]1. The reactants are C([C@@H](O)C)(=O)O (L-lactic acid), C(C(=C)CC(=O)O)(=O)O (itaconic acid), OCC(CO)(CO)CO (pentaerythritol), [Sn+2] (tin(II)), lactide, C(C(O)C)(=O)O (lactic acid). Reaction conditions: temperature 180 celsius, time 24 hour. Yields the product C(C(O)C)(=O)O.C(C(=C)CC(=O)O)(=O)O (lactic acid itaconic acid). As a reaction SMILES: [C:1]([OH:6])(=[O:5])[C@H:2]([CH3:4])[OH:3].[C:7]([OH:15])(=[O:14])[C:8]([CH2:10][C:11]([OH:13])=[O:12])=[CH2:9].OCC(CO)(CO)CO.[Sn+2].C(O)(=O)C(C)O>>[C:1]([OH:6])(=[O:5])[CH:2]([CH3:4])[OH:3].[C:7]([OH:15])(=[O:14])[C:8]([CH2:10][C:11]([OH:13])=[O:12])=[CH2:9] |f:5.6|. Procedure details: Into a 2 litre Rotavapor equipment used as the reactor was added 437.5 g L-lactic acid (88% water solution corresponding to 89 mole-%), 47.9 g itaconic acid (9 mol-%), 14.5 g pentaerythritol (2 mole-%) and 0.19 g tin(II) octoate. Dry nitrogen was led into the reactor and 500 mbar absolute pressure was established. The reactor vessel was partly immersed in an oil bath with a temperature of 90° C. The temperature of the oil bath was increased at a rate of 30° C./h to 120° C., and the reaction mixt... Reactants: C1CNCCN1, COc1ccc(P2(=S)SP(=S)(c3ccc(OC)cc3)S2)cc1, CI, Cc1ccccc1, O=C1Nc2cc(Cl)ccc2Oc2ccccc21. Product: Clc1ccc2c(c1)N=C(N1CCNCC1)c1ccccc1O2. Reaction SMILES: [CH2:42]1[CH2:43][NH:44][CH2:45][CH2:46][NH:47]1.[CH3:18][O:19][c:20]1[cH:21][cH:22][c:23]([P:24]2(=[S:25])[S:26][P:27](=[S:28])([c:29]3[cH:30][cH:31][c:32]([O:33][CH3:34])[cH:35][cH:36]3)[S:37]2)[cH:38][cH:39]1.[CH3:40][I:41].[CH3:48][c:49]1[cH:50][cH:51][cH:52][cH:53][cH:54]1.[Cl:1][c:2]1[cH:3][c:4]2[c:5]([cH:16][cH:17]1)[O:6][c:7]1[c:8]([cH:12][cH:13][cH:14][cH:15]1)[C:9](=[O:11])[NH:10]2>>[Cl:1][c:2]1[cH:3][c:4]2[c:5]([cH:16][cH:17]1)[O:6][c:7]1[c:8]([cH:12][cH:13][cH:14][cH:15]1)[C:9]([N:44]1[CH2:43][CH2:42][NH:47][CH2:46][CH2:45]1)=[N:10]2. The reactants are CC(C)(C)[Si](C)(C)Cl, COc1cc(C=O)cc(OC)c1OC, CC#N, [I-], [I-], N#C[K], [Zn+2]. Product: COc1cc(C(C#N)O[Si](C)(C)C(C)(C)C)cc(OC)c1OC. Reaction SMILES: [C:18]([CH3:19])([CH3:20])([CH3:21])[Si:22]([CH3:23])([CH3:24])[Cl:25].[CH3:1][O:2][c:3]1[cH:4][c:5]([CH:6]=[O:7])[cH:8][c:9]([O:13][CH3:14])[c:10]1[O:11][CH3:12].[CH3:26][C:27]#[N:28].[I-:29].[I-:31].[K:15][C:16]#[N:17].[Zn+2:30]>>[CH3:1][O:2][c:3]1[cH:4][c:5]([CH:6]([O:7][Si:22]([C:18]([CH3:19])([CH3:20])[CH3:21])([CH3:23])[CH3:24])[C:16]#[N:17])[cH:8][c:9]([O:13][CH3:14])[c:10]1[O:11][CH3:12]. The reactants are COC(C1=CC=C(C=C1)O)=O (4-hydroxy-benzoic acid methyl ester), BrCCCBr (1,3-dibromo-propane). Yields the product COC(C1=CC=C(C=C1)OCCCBr)=O (4-(3-bromo-propoxy)-benzoic acid methyl ester). Reaction SMILES: [CH3:1][O:2][C:3](=[O:11])[C:4]1[CH:9]=[CH:8][C:7]([OH:10])=[CH:6][CH:5]=1.[Br:12][CH2:13][CH2:14][CH2:15]Br>>[CH3:1][O:2][C:3](=[O:11])[C:4]1[CH:9]=[CH:8][C:7]([O:10][CH2:15][CH2:14][CH2:13][Br:12])=[CH:6][CH:5]=1. Procedure details: The title compound is prepared in a manner substantially analogous to Procedure A starting from 4-hydroxy-benzoic acid methyl ester and 1,3-dibromo-propane. MS (ES+) 272.9 The reactants are CC(C)OC(=O)N1[C@H](C2=CC=CC=C2CC1)C1=CC=CC=C1 ((S)-1-phenyl-1,2,3,4-tetrahydroisoquinoline-2-carboxylic acid propan-2-yl ester), CC(C)O (2-propanol), [Na] (sodium), N12C[C@@H](C(CC1)CC2)O ((R)-quinuclidin-3-ol). The solvent is CC([O-])C.[Na+] (sodium isopropoxide), CN(C)C=O (DMF), C1(=CC=CC=C1)C (toluene). Product: C=1C=CC(=CC1)[C@H]2C=3C=CC=CC3CCN2C(=O)O[C@H]4CN5CCC4CC5 (solifenacin). Yield: 64.7%. Reaction SMILES: CC(O)C.[Na].[N:6]12[CH2:13][CH2:12][CH:9]([CH2:10][CH2:11]1)[C@@H:8]([OH:14])[CH2:7]2.CC([O:18][C:19]([N:21]1[CH2:30][CH2:29][C:28]2[C:23](=[CH:24][CH:25]=[CH:26][CH:27]=2)[C@@H:22]1[C:31]1[CH:36]=[CH:35][CH:34]=[CH:33][CH:32]=1)=O)C>CC(C)[O-].[Na+].CN(C=O)C.C1(C)C=CC=CC=1>[CH:34]1[CH:35]=[CH:36][C:31]([C@@H:22]2[N:21]([C:19]([O:14][C@@H:8]3[CH:9]4[CH2:12][CH2:13][N:6]([CH2:11][CH2:10]4)[CH2:7]3)=[O:18])[CH2:30][CH2:29][C:28]3[CH:27]=[CH:26][CH:25]=[CH:24][C:23]2=3)=[CH:32][CH:33]=1 |f:4.5,^1:4|. Procedure: In a mixture of sodium isopropoxide prepared from 0.20 g of 2-propanol and 0.08 g of metallic sodium with 20 ml of toluene and 2.5 ml of DMF, 2.58 g of (R)-quinuclidin-3-ol was allowed to react with 5.00 g of (S)-1-phenyl-1,2,3,4-tetrahydroisoquinoline-2-carboxylic acid propan-2-yl ester for 8 hours while evaporating the solvent, thereby obtaining 3.97 g of a solifenacin-containing composition. Reactants: Nc1ccc(C(F)(F)F)cc1Cl, N#C[Cu]C#N, O=N[O-], [Na+], [Na+], N#C[Na], [Ni+2], O, O, O=C([O-])O, O=S(=O)(O)O, O=S(=O)([O-])[O-]. Product: N#Cc1ccc(C(F)(F)F)cc1Cl. RXN SMILES: [Cl:1][c:2]1[c:3]([NH2:4])[cH:5][cH:6][c:7]([C:9]([F:10])([F:11])[F:12])[cH:8]1.[Cu:20]([C:21]#[N:22])[C:23]#[N:24].[N:13]([O-:14])=[O:15].[Na+:16].[Na+:25].[Na:17][C:18]#[N:19].[Ni+2:42].[OH2:35].[OH2:36].[OH:26][C:27](=[O:28])[O-:29].[S:30](=[O:31])(=[O:32])([OH:33])[OH:34].[S:37]([O-:38])([O-:39])(=[O:40])=[O:41]>>[Cl:1][c:2]1[c:3]([C:18]#[N:19])[cH:5][cH:6][c:7]([C:9]([F:10])([F:11])[F:12])[cH:8]1. Starting materials: CC(=O)Oc1cc(OC(C)=O)cc(C(C)OC(C)=O)c1, Cc1ccccc1. Product: C=Cc1cc(OC(C)=O)cc(OC(C)=O)c1. Reaction SMILES: [C:1]([O:2][CH:5]([CH3:6])[c:7]1[cH:8][c:9]([O:17][C:18]([CH3:19])=[O:20])[cH:10][c:11]([O:13][C:14]([CH3:15])=[O:16])[cH:12]1)(=[O:3])[CH3:4].[CH3:21][c:22]1[cH:23][cH:24][cH:25][cH:26][cH:27]1>>[CH:5](=[CH2:6])[c:7]1[cH:8][c:9]([O:17][C:18]([CH3:19])=[O:20])[cH:10][c:11]([O:13][C:14]([CH3:15])=[O:16])[cH:12]1.